This data is from the Open Reaction Database (ORD), a public repository of structured organic reaction records. The task is: describe an organic reaction: reactants, conditions, products, and yield The reactants are C(C)OC(=O)C1=C(C=2C=CC=C3C2N(CCO3)C1=O)O (2,3-dihydro-6-ethoxycarbonyl-7-hydroxy-5-oxo-5H-pyrido[1,2,3-de]-1,4-benzoxazine), Br (hydrobromic acid). Run in C(C)(=O)O (acetic acid), ice water. Conditions: temperature 75 celsius, time 1 hour. Product: C(=O)(O)C1=C(C=2C=CC=C3C2N(CCO3)C1=O)O (2,3-dihydro-6-carboxy-7-hydroxy-5-oxo-5H-pyrido[1,2,3-de]-1,4-benzoxazine). The yield is 75.6%. As a reaction SMILES: C([O:3][C:4]([C:6]1[C:18](=[O:19])[N:14]2[CH2:15][CH2:16][O:17][C:12]3[C:13]2=[C:8]([CH:9]=[CH:10][CH:11]=3)[C:7]=1[OH:20])=[O:5])C.Br>C(O)(=O)C>[C:4]([C:6]1[C:18](=[O:19])[N:14]2[CH2:15][CH2:16][O:17][C:12]3[C:13]2=[C:8]([CH:9]=[CH:10][CH:11]=3)[C:7]=1[OH:20])([OH:5])=[O:3]. Procedure: A mixture of 2,3-dihydro-6-ethoxycarbonyl-7-hydroxy-5-oxo-5H-pyrido[1,2,3-de]-1,4-benzoxazine (0.28 g) and hydrobromic acid (47%; 0.44 ml) in acetic acid (1.5 ml) was stirred at 75° C. for 1 hour. The mixture was cooled in ice-water. The precipitates were collected, washed with water, and dried in vacuo at 60° C. to give pale brown crystals of 2,3-dihydro-6-carboxy-7-hydroxy-5-oxo-5H-pyrido[1,2,3-de]-1,4-benzoxazine (0.19 g). Starting materials: NC1=NC(=NC(=N1)N(C1=CC=CC=C1)C)C1=NOC(=N1)N1CC(C1)O (1-{3-[4-amino-6-(methyl-phenyl-amino)-[1,3,5]triazin-2-yl]-[1,2,4]oxadiazol-5-yl}-azetidin-3-ol), NC1=NC(=NC(=N1)N(C1=CC=CC=C1)C)C1=NOC(=N1)N1CC(C1)O (1-{3-[4-amino-6-(methyl-phenyl-amino)-[1,3,5]triazin-2-yl]-[1,2,4]oxadiazol-5-yl}-azetidin-3-ol), FC(C(=O)O)(F)F (trifluoroacetic acid), CN(C1=NC(=NC(=N1)N)C1=NOC(=N1)C(Cl)(Cl)Cl)C1=CC=CC=C1 (N-methyl-N-phenyl-6-(5-trichloromethyl-[1,2,4]oxadiazol-3-yl)-[1,3,5]triazine-2,4-diamine), CN(C1=NC(=NC(=N1)N)C1=NOC(=N1)C(Cl)(Cl)Cl)C1=CC=CC=C1 (N-methyl-N-phenyl-6-(5-trichloromethyl-[1,2,4]oxadiazol-3-yl)-[1,3,5]triazine-2,4-diamine), CCN(C(C)C)C(C)C (DIPEA). The solvent is C(Cl)Cl (DCM), CCOC(=O)C (EtOAc), CN(C)C=O (DMF). Reaction conditions: time 42 hour. Product: CN(C1=NC(=NC(=N1)N)C1=NOC(=N1)N1CC(C1)COC1=CC=CC=C1)C1=CC=CC=C1 (N-Methyl-6-[5-(3-phenoxymethylazetidin-1-yl)-[1,2,4]oxadiazol-3-yl]-N-phenyl-[1,3,5]triazine-2,4-diamine). The yield is 7.0%. RXN SMILES: [NH2:1][C:2]1[N:7]=[C:6]([N:8]([CH3:15])[C:9]2[CH:14]=[CH:13][CH:12]=[CH:11][CH:10]=2)[N:5]=[C:4]([C:16]2[N:20]=[C:19]([N:21]3[CH2:24][CH:23](O)[CH2:22]3)[O:18][N:17]=2)[N:3]=1.CCN(C(C)C)C(C)C.CN([C:53]1[CH:58]=[CH:57][CH:56]=[CH:55][CH:54]=1)C1N=C(N)N=C(C2N=C(C(Cl)(Cl)Cl)ON=2)N=1.FC(F)(F)[C:61](O)=[O:62]>C(Cl)Cl.CN(C=O)C.CCOC(C)=O>[CH3:15][N:8]([C:9]1[CH:14]=[CH:13][CH:12]=[CH:11][CH:10]=1)[C:6]1[N:7]=[C:2]([NH2:1])[N:3]=[C:4]([C:16]2[N:20]=[C:19]([N:21]3[CH2:24][CH:23]([CH2:61][O:62][C:53]4[CH:54]=[CH:55][CH:56]=[CH:57][CH:58]=4)[CH2:22]3)[O:18][N:17]=2)[N:5]=1. Procedure: 3-Phenoxymethyl-azetidine-1-carboxylic acid tert-butyl ester (Intermediate 166, 50 mg, 0.189 mmol) was stirred in a mixture of DCM (1 mL) and trifluoroacetic acid (0.25 mL) at room temperature for 30 min. The mixture was evaporated under vacuum and the residue was dissolved in anhydrous DMF (0.5 mL). DIPEA (165 μL, 0.945 mmol) was added, followed by a solution of N-methyl-N-phenyl-6-(5-trichloromethyl-[1,2,4]oxadiazol-3-yl)-[1,3,5]triazine-2,4-diamine (prepared in an analogous manner to Intermed... Procedure details: Combine ethyl 2-fur-2-ylmethoxyaceate (1.2 g, 6.5 mmol) and tetrahydrofuran (10 mL). Cool in an ice-bath. Add dropwise a solution of lithium aluminum hydride (8.0 mL, 1.0M in THF, 8.0 mmol). After 2 hours, add water (0.3 mL), add 15% sodium hydroxide solution (0.3 mL), and add water (0.9 mL). Stir vigorously. After 15 minutes, filter the reaction mixture and dry the filtrate over Na2SO4, filter, and concentrate in vacua to give a residue. Chromatograph the residue on silica gel eluting with 2% e... RXN SMILES: [O:1]1[CH:5]=[CH:4][CH:3]=[C:2]1[CH2:6][O:7][CH2:8][C:9](OCC)=[O:10].O1CCCC1.[H-].[Al+3].[Li+].[H-].[H-].[H-].[OH-].[Na+]>C(OCC)(=O)C.ClCCl.O>[OH:10][CH2:9][CH2:8][O:7][CH2:6][C:2]1[O:1][CH:5]=[CH:4][CH:3]=1 |f:2.3.4.5.6.7,8.9,10.11|. The reactants are O1C(=CC=C1)COCC(=O)OCC (ethyl 2-fur-2-ylmethoxyaceate), [OH-].[Na+] (sodium hydroxide), O1CCCC1 (tetrahydrofuran), [H-].[Al+3].[Li+].[H-].[H-].[H-] (lithium aluminum hydride). Reaction conditions: time 2 hour. Solvent: C(C)(=O)OCC.ClCCl (ethyl acetate dichloromethane), O (water), O (water). Product: OCCOCC=1OC=CC1 (fur-2-ylmethyl 2-hydroxyethyl ether).